Dataset: the Open Reaction Database (ORD), a public repository of structured organic reaction records. Task: describe an organic reaction: reactants, conditions, products, and yield Reactants: [BH4-], CCO, CCC12CCC(=O)CC13CCN(CC1CC1)C2Cc1ccc(OC)cc13, [Na+], O. The product is CCC12CCC(O)CC13CCN(CC1CC1)C2Cc1ccc(OC)cc13. Reaction SMILES: [BH4-:27].[CH3:30][CH2:31][OH:32].[CH:1]1([CH2:4][N:5]2[CH:6]3[C:7]4([CH2:25][CH3:26])[CH2:8][CH2:9][C:10](=[O:24])[CH2:11][C:12]4([c:13]4[cH:14][c:15]([O:20][CH3:21])[cH:16][cH:17][c:18]4[CH2:19]3)[CH2:22][CH2:23]2)[CH2:2][CH2:3]1.[Na+:28].[OH2:29]>>[CH:1]1([CH2:4][N:5]2[CH:6]3[C:7]4([CH2:25][CH3:26])[CH2:8][CH2:9][CH:10]([OH:24])[CH2:11][C:12]4([c:13]4[cH:14][c:15]([O:20][CH3:21])[cH:16][cH:17][c:18]4[CH2:19]3)[CH2:22][CH2:23]2)[CH2:2][CH2:3]1. Reactants: ClC1=C(CN2N=C(C3=CC=C(C=C23)CC(=O)O)C)C(=CC=C1)Cl (2-[1-(2,6-dichlorobenzyl)-3-methyl-1H-indazole-6-yl]acetic acid), C1(CCCCC1)P(C1(C(=C(C=C(C1)C(C)C)C(C)C)C1=CC=CC=C1)C(C)C)C1CCCCC1 (2-dicyclohexylphosphino-2,4,6-triisopropylbiphenyl), CN(C=O)C (N,N-dimethylformamide). Reagents/catalysts: [C-]#N.[Zn+2].[C-]#N (zinc cyanide), C=1C=CC(=CC1)/C=C/C(=O)/C=C/C2=CC=CC=C2.C=1C=CC(=CC1)/C=C/C(=O)/C=C/C2=CC=CC=C2.C=1C=CC(=CC1)/C=C/C(=O)/C=C/C2=CC=CC=C2.[Pd].[Pd] (tris(dibenzylideneacetone)dipalladium(0)). The product is ClC1=C(CN2N=C(C3=CC=C(C=C23)CC(=O)O)C)C(=CC=C1)C#N (2-[1-(2-chloro-6-cyanobenzyl)-3-methyl-1H-indazole-6-yl]acetic acid). RXN SMILES: Cl[C:2]1[CH:22]=[CH:21][CH:20]=[C:19]([Cl:23])[C:3]=1[CH2:4][N:5]1[C:13]2[C:8](=[CH:9][CH:10]=[C:11]([CH2:14][C:15]([OH:17])=[O:16])[CH:12]=2)[C:7]([CH3:18])=[N:6]1.C1(P(C2CCCCC2)C2(C(C)C)CC(C(C)C)=CC(C(C)C)=C2C2C=CC=CC=2)CCCCC1.[CH3:58][N:59](C)C=O>[C-]#N.[Zn+2].[C-]#N.C1C=CC(/C=C/C(/C=C/C2C=CC=CC=2)=O)=CC=1.C1C=CC(/C=C/C(/C=C/C2C=CC=CC=2)=O)=CC=1.C1C=CC(/C=C/C(/C=C/C2C=CC=CC=2)=O)=CC=1.[Pd].[Pd]>[Cl:23][C:19]1[CH:20]=[CH:21][CH:22]=[C:2]([C:58]#[N:59])[C:3]=1[CH2:4][N:5]1[C:13]2[C:8](=[CH:9][CH:10]=[C:11]([CH2:14][C:15]([OH:17])=[O:16])[CH:12]=2)[C:7]([CH3:18])=[N:6]1 |f:3.4.5,6.7.8.9.10|. Procedure: To a solution of the compound [97](30.1 mg) in N,N-dimethylformamide (0.9 mL) were added zinc cyanide (20.2 mg), tris(dibenzylideneacetone)dipalladium(0) (7.9 mg) and 2-dicyclohexylphosphino-2,4,6-triisopropylbiphenyl (5.1 mg) at room temperature, and then the reaction mixture was subjected to microwave irradiation at 150° C. for 2 hours. The reaction mixture was extracted with ethyl acetate, and then the obtained organic layer was dried over anhydrous sodium sulfate, filtered, and the filtrate ... The reactants are ClC(=O)OCC1=CC=CC=C1 (Benzyl chloroformate), COC(=O)[C@@]12CCCC[C@H]2CN(C1)CC1=CC=CC=C1 ([(1R*,6R*)-8-benzyl-8-azabicyclo[4.3.0]nonan-1-yl]carboxylic acid methyl ester). Solvent: ClCCl (dichloromethane). Reaction conditions: time 15 hour. Yields the product COC(=O)[C@@]12CCCC[C@H]2CN(C1)C(=O)OCC1=CC=CC=C1 ([(1R*,6R*)-8-Benzyloxycarbonyl-8-azabicyclo[4.3.0]nonan-1-yl]carboxylic acid methyl ester). Yield: 70.8%. RXN SMILES: Cl[C:2]([O:4][CH2:5][C:6]1[CH:11]=[CH:10][CH:9]=[CH:8][CH:7]=1)=[O:3].[CH3:12][O:13][C:14]([C@@:16]12[CH2:24][N:23](CC3C=CC=CC=3)[CH2:22][C@@H:21]1[CH2:20][CH2:19][CH2:18][CH2:17]2)=[O:15]>ClCCl>[CH3:12][O:13][C:14]([C@@:16]12[CH2:24][N:23]([C:2]([O:4][CH2:5][C:6]3[CH:11]=[CH:10][CH:9]=[CH:8][CH:7]=3)=[O:3])[CH2:22][C@@H:21]1[CH2:20][CH2:19][CH2:18][CH2:17]2)=[O:15]. Procedure: Benzyl chloroformate (33.4 mL, 234 mmol) was added to a solution of [(1R*,6R*)-8-benzyl-8-azabicyclo[4.3.0]nonan-1-yl]carboxylic acid methyl ester (21.3 g, 77.9 mmol) in dichloromethane (259 mL) in a nitrogen atmosphere, and the mixture was stirred at room temperature for 15 hours. The reaction solution was concentrated under reduced pressure. Then, the residue (58.0 g) was purified by silica gel column chromatography (hexane:ethyl acetate=100:0→95:5→90:10→80:20→75:25) to give 17.5 g of the titl... The reactants are C(CCC=C)(=O)OCC (ethyl 4-pentenoate), B1C2CCCC1CCC2 (9-BBN), C(=O)([O-])[O-].[K+].[K+] (K2CO3), ClC1=NC2=NC=CC=C2C(=C1C)Cl (2,4-dichloro-3-methyl-naphthyridine). The reagents and catalysts are CC(=O)[O-].CC(=O)[O-].[Pd+2] (Pd(OAc)2), C1(=CC=CC=C1)P([C-]1C=CC=C1)C1=CC=CC=C1.[C-]1(C=CC=C1)P(C1=CC=CC=C1)C1=CC=CC=C1.[Fe+2] (1,1′-bis(diphenylphosphino)-ferrocene). The solvent is C1CCOC1 (THF), CN(C)C=O (DMF). Conditions: temperature 75 celsius, time 10 hour. The product is ClC1=C(C(=NC2=NC=CC=C12)CCCCC(=O)OCC)C (Ethyl 5-(4-chloro-3-methyl-[1,8]-naphthyridin-2-yl)pentanoate). RXN SMILES: [C:1]([O:7][CH2:8][CH3:9])(=[O:6])[CH2:2][CH2:3][CH:4]=[CH2:5].B1C2CCCC1CCC2.C([O-])([O-])=O.[K+].[K+].Cl[C:26]1[C:35]([CH3:36])=[C:34]([Cl:37])[C:33]2[C:28](=[N:29][CH:30]=[CH:31][CH:32]=2)[N:27]=1>C1COCC1.CC([O-])=O.CC([O-])=O.[Pd+2].C1(P(C2C=CC=CC=2)[C-]2C=CC=C2)C=CC=CC=1.[C-]1(P(C2C=CC=CC=2)C2C=CC=CC=2)C=CC=C1.[Fe+2].CN(C=O)C>[Cl:37][C:34]1[C:33]2[C:28](=[N:29][CH:30]=[CH:31][CH:32]=2)[N:27]=[C:26]([CH2:5][CH2:4][CH2:3][CH2:2][C:1]([O:7][CH2:8][CH3:9])=[O:6])[C:35]=1[CH3:36] |f:2.3.4,7.8.9,10.11.12|. Procedure details: To a solution of ethyl 4-pentenoate (2.5 g, 20 mmol) in 60 mL THF was added 9-BBN (0.5 M in THF, 47 mL, 23 mmol) gradually at room temperature. After stirring for 10 hours, it was treated with Pd(OAc)2 (0.4 g, 2.0 mmol), 1,1′-bis(diphenylphosphino)-ferrocene (DPPF) (1.1 g, 2.0 mmol), K2CO3 (powder, 8.1 g, 58 mmol), 2,4-dichloro-3-methyl-naphthyridine (L) (3.6 g, 20 mmol) and 50 mL DMF. The reaction mixture was purged with argon for 5 minutes and then refluxed at 75° C. for 24 hours. It was coole...